This data is from the Open Reaction Database (ORD), a public repository of structured organic reaction records. The task is: describe an organic reaction: reactants, conditions, products, and yield The reactants are CC=1N=C(NC1C1=CC=CC=C1)C1CN(CCO1)CC1=CC=CC=C1 (2-(4-methyl-5-phenyl-1H-imidazol-2-yl)-4-(phenylmethyl)morpholine), Cl (hydrochloric acid). Reagents/catalysts: [Pd] (Palladium on carbon). Run in CO (CH3OH). Conditions: temperature 25 celsius, time 2 hour. Yields the product CC=1N=C(NC1C1=CC=CC=C1)C1CNCCO1 (2-(4-Methyl-5-phenyl-1H-imidazol-2-yl)morpholine). Yield: 81.4%. RXN SMILES: [CH3:1][C:2]1[N:3]=[C:4]([CH:13]2[O:18][CH2:17][CH2:16][N:15](CC3C=CC=CC=3)[CH2:14]2)[NH:5][C:6]=1[C:7]1[CH:12]=[CH:11][CH:10]=[CH:9][CH:8]=1.Cl>[Pd].CO>[CH3:1][C:2]1[N:3]=[C:4]([CH:13]2[O:18][CH2:17][CH2:16][NH:15][CH2:14]2)[NH:5][C:6]=1[C:7]1[CH:8]=[CH:9][CH:10]=[CH:11][CH:12]=1. Reported procedure: Palladium on carbon (0.527 g, 0.495 mmol) was added to a solution of 2-(4-methyl-5-phenyl-1H-imidazol-2-yl)-4-(phenylmethyl)morpholine (1.65 g, 4.95 mmol) and hydrochloric acid (4.12 mL, 49.5 mmol) in CH3OH (80 mL) under nitrogen, and the reaction mixture was stirred under hydrogen for 2 hours at 25° C. TLC indicated that the starting material was consumed. The mixture was filtered, washing with EtOAc (50 mL) and CH3OH (50 mL), and concentrated. Water (80 mL) was added, and the resulting mixture... The reactants are CO, COC(OC)c1ccnc([S-])n1, CI, [Na+]. The product is COC(OC)c1ccnc(SC)n1. Reaction SMILES: [CH3:16][OH:17].[CH3:3][O:4][CH:5]([c:6]1[n:7][c:8]([S-:12])[n:9][cH:10][cH:11]1)[O:13][CH3:14].[I:1][CH3:2].[Na+:15]>>[CH3:2][S:12][c:8]1[n:7][c:6]([CH:5]([O:4][CH3:3])[O:13][CH3:14])[cH:11][cH:10][n:9]1. Product: C(#N)C=1C=C2C=NC(NC2=CC1)=O (6-cyanoquinazolinone). RXN SMILES: [NH2:1][C:2]1[CH:10]=[CH:9][C:8]([C:11]#[N:12])=[CH:7][C:3]=1[C:4](O)=O.O.[CH:14]([NH2:16])=[O:15]>>[C:11]([C:8]1[CH:7]=[C:3]2[C:2](=[CH:10][CH:9]=1)[NH:1][C:14](=[O:15])[N:16]=[CH:4]2)#[N:12]. Procedure details: A stirred solution of 2-amino-5-cyanobenzoic acid (2.0 g, 12.3 mmol) in formamide (10 ml) was heated at 190° C. for 7 hours. The dark solution was allowed to cool and poured into water (50 ml). The resulting precipitate was collected by filtration and dried in vacuo at 60° C. to give 6-cyanoquinazolinone (0.93 g, 5.43 mmol, 44%); [2H6]DMSO 12.65 (1H,s), 8.50 (1H,s), 8.28 (1H,s), 8.18 (1H,dd), 7.81(1H,d). The reactants are NC1=C(C(=O)O)C=C(C=C1)C#N (2-amino-5-cyanobenzoic acid), C(=O)N (formamide), O (water). Isolated yield 44.0%. Starting materials: ClCCl (dichloromethane), C(Br)(Br)(Br)Br (CBr4), C(Br)(Br)(Br)Br (Carbon tetrabromide), lactol, sintered glass, ( β ), C1(=CC=CC=C1)P(C1=CC=CC=C1)C1=CC=CC=C1 (Triphenylphosphine), C(C1=CC=CC=C1)(=O)OC[C@H]1O[C@H]([C@]([C@@H]1OC(C1=CC=CC=C1)=O)(C)F)O (((2R,3R,4R,5R)-3-(benzoyloxy)-4-fluoro-5-hydroxy-4-methyltetrahydrofuran-2-yl)methyl benzoate), ( α ). The solvent is hexanes, CCOC(=O)C (EtOAc). Conditions: temperature -17 celsius. The product is C(C1=CC=CC=C1)(=O)OC[C@H]1O[C@@H]([C@]([C@@H]1OC(C1=CC=CC=C1)=O)(C)F)Br (((2R,3R,4R,5R)-3-(benzoyloxy)-5-bromo-4-fluoro-4-methyltetrahydrofuran-2-yl)methyl benzoate). Reaction SMILES: ClCCl.C1(P(C2C=CC=CC=2)C2C=CC=CC=2)C=CC=CC=1.[C:23]([O:31][CH2:32][C@@H:33]1[C@@H:37]([O:38][C:39](=[O:46])[C:40]2[CH:45]=[CH:44][CH:43]=[CH:42][CH:41]=2)[C@:36]([F:48])([CH3:47])[C@H:35](O)[O:34]1)(=[O:30])[C:24]1[CH:29]=[CH:28][CH:27]=[CH:26][CH:25]=1.C(Br)(Br)(Br)[Br:51]>CCOC(C)=O>[C:23]([O:31][CH2:32][C@@H:33]1[C@@H:37]([O:38][C:39](=[O:46])[C:40]2[CH:45]=[CH:44][CH:43]=[CH:42][CH:41]=2)[C@:36]([F:48])([CH3:47])[C@@H:35]([Br:51])[O:34]1)(=[O:30])[C:24]1[CH:29]=[CH:28][CH:27]=[CH:26][CH:25]=1. Procedure: Anhydrous dichloromethane (5.6 L) was charged into a reactor and cooled to −22° C. or below. Triphenylphosphine (205.4 g, 0.783 mol) was added to the cold solvent and the suspension was stirred to form a solution. The lactol (8, 209.4 g, 0.559 mol) in solid form was added to the cold solution and stirred for 15 mins. Carbon tetrabromide (278.2 g, 0.839 mol) was added portion-wise while maintaining the temperature of the solution between −22° C. to −20° C. under a flow of nitrogen gas (approx. 30... Starting materials: CCOC(=O)N1CCC2CN(C(=O)OC(C)(C)C)CC21, ClC(Cl)Cl, Cc1ccc(S(=O)(=O)O)cc1. Yields the product CCOC(=O)N1CCC2CNCC21. RXN SMILES: [CH:1]12[N:2]([C:16](=[O:17])[O:18][CH2:19][CH3:20])[CH2:3][CH2:4][CH:5]1[CH2:6][N:7]([C:9]([O:10][C:11]([CH3:12])([CH3:13])[CH3:14])=[O:15])[CH2:8]2.[CH:32]([Cl:33])([Cl:34])[Cl:35].[c:21]1([CH3:22])[cH:23][cH:24][c:25]([S:26]([OH:27])(=[O:28])=[O:29])[cH:30][cH:31]1>>[CH:1]12[N:2]([C:16](=[O:17])[O:18][CH2:19][CH3:20])[CH2:3][CH2:4][CH:5]1[CH2:6][NH:7][CH2:8]2. The reactants are CC(C)(C)N, CCOC(C)=O, COC(C)(C)OC, CCCC(NC(C)C(=O)N1C(C(=O)O)CC2CCCCC21)C(=O)OCC. Yields the product CC(C)(C)N, CCCC(NC(C)C(=O)N1C(C(=O)O)CC2CCCCC21)C(=O)OCC. RXN SMILES: [C:33]([CH3:34])([CH3:35])([CH3:36])[NH2:37].[CH3:27][CH2:28][O:29][C:30](=[O:31])[CH3:32].[CH3:38][O:39][C:40]([O:41][CH3:42])([CH3:43])[CH3:44].[CH:1]12[CH2:2][CH2:3][CH2:4][CH2:5][CH:6]1[N:7]([C:13](=[O:14])[CH:15]([CH3:16])[NH:17][CH:18]([CH2:19][CH2:20][CH3:21])[C:22](=[O:23])[O:24][CH2:25][CH3:26])[CH:8]([C:10]([OH:11])=[O:12])[CH2:9]2>>[C:33]([CH3:34])([CH3:35])([CH3:36])[NH2:37].[CH:1]12[CH2:2][CH2:3][CH2:4][CH2:5][CH:6]1[N:7]([C:13](=[O:14])[CH:15]([CH3:16])[NH:17][CH:18]([CH2:19][CH2:20][CH3:21])[C:22](=[O:23])[O:24][CH2:25][CH3:26])[CH:8]([C:10](=[O:11])[OH:12])[CH2:9]2. Reactants: N1=CC(=CC=C1)CNC(C1=CC=CC=C1)=O (N-(3-pyridinylmethyl)-benzamide), [H][H] (hydrogen). The reagents and catalysts are [Pd] (palladium on charcoal). Run in C(C)O (ethanol), Cl (hydrochloric acid). Product: N1CC(CCC1)CNC(C1=CC=CC=C1)=O ((RS)-N-piperidin-3-ylmethyl-benzamide). Yield: 82.6%. As a reaction SMILES: [N:1]1[CH:6]=[CH:5][CH:4]=[C:3]([CH2:7][NH:8][C:9](=[O:16])[C:10]2[CH:15]=[CH:14][CH:13]=[CH:12][CH:11]=2)[CH:2]=1.[H][H]>C(O)C.Cl.[Pd]>[NH:1]1[CH2:6][CH2:5][CH2:4][CH:3]([CH2:7][NH:8][C:9](=[O:16])[C:10]2[CH:15]=[CH:14][CH:13]=[CH:12][CH:11]=2)[CH2:2]1. Procedure details: Ba) A solution of 42.5 g of N-(3-pyridinylmethyl)-benzamide in 220 ml of ethanol and 220 ml of 1N hydrochloric acid is treated with 4.2 g of palladium on charcoal and hydrogenated at room temperature for 24 hours over 100 bar of hydrogen. Then, the catalyst is filtered off and the filtrate is evaporated. The residue is taken up in methylene chloride and shaken with 11N sodium hydroxide solution. The organic phase is washed with water, dried and evaporated. There are obtained 36.1 g of (RS)-N-pip...